From a dataset of the Open Reaction Database (ORD), a public repository of structured organic reaction records. describe an organic reaction: reactants, conditions, products, and yield Reactants: C(#N)[BH3-].[Na+] (sodium cyanoborohydride), CO (methanol), O=C(CC1=CC=C(C=C1)CC(=O)OC)C (methyl 4-(2-oxopropyl)phenylacetate), C(#N)[BH3-].[Na+] (sodium cyanoborohydride), Cl.CN (methylamine hydrochloride). Run in C(C)N(CC)CC (triethylamine), Cl (hydrochloric acid). Run at time 3 hour. Yields the product CNC(CC1=CC=C(C=C1)CC(=O)OC)C (Methyl 4-(2-methylaminopropyl)phenylacetate). As a reaction SMILES: CO.O=[C:4]([CH3:17])[CH2:5][C:6]1[CH:11]=[CH:10][C:9]([CH2:12][C:13]([O:15][CH3:16])=[O:14])=[CH:8][CH:7]=1.Cl.CN.[C:21]([BH3-])#[N:22].[Na+]>Cl.C(N(CC)CC)C>[CH3:21][NH:22][CH:4]([CH3:17])[CH2:5][C:6]1[CH:11]=[CH:10][C:9]([CH2:12][C:13]([O:15][CH3:16])=[O:14])=[CH:8][CH:7]=1 |f:2.3,4.5|. Reported procedure: To 25 mL of methanol 0.59 g of methyl 4-(2-oxopropyl)phenylacetate, prepared above, was added and dissolved. Then with stirring the following were added: 2.0 g methylamine hydrochloride, 0.3 g sodium cyanoborohydride, and 0.3 mL of triethylamine. After approximately 12 hours an additional 0.1 g of sodium cyanoborohydride was added to the mixture. After 3 hours more, the reaction was diluted with 100 mL of 0.1M hydrochloric acid, washed with diethylether, and the resulting aqueous phase was basif...